describe an organic reaction: reactants, conditions, products, and yield From a dataset of the Open Reaction Database (ORD), a public repository of structured organic reaction records. Reactants: ClC(B1OC(C(O1)(C)CCC(CC(=O)OC(C)(C)C)C)(C)C)Cl (tert-butyl 5-[2-(dichloromethyl)-4(RS), 5,5-trimethyl-1,3,2-dioxaborolan-4-yl]-3(RS)-methylvalerate), C(C)[Mg]Br (ethylmagnesium bromide). Solvent: O1CCCC1 (tetrahydrofuran), C(C)(=O)OCC (ethyl acetate), O1CCCC1 (tetrahydrofuran). Run at temperature -78 celsius, time 16 hour. The product is ClC(CC)B1OC(C(O1)(C)CCC(CC(=O)OC(C)(C)C)C)(C)C (tert-butyl 5-[2-(1(RS)-chloropropyl)-4(RS),5,5-trimethyl-1,3,2-dioxaborolan-4-yl]-3(RS)-methylvalerate). Yield: 100.0%. RXN SMILES: Cl[CH:2]([Cl:23])[B:3]1[O:7][C:6]([CH2:9][CH2:10][CH:11]([CH3:20])[CH2:12][C:13]([O:15][C:16]([CH3:19])([CH3:18])[CH3:17])=[O:14])([CH3:8])[C:5]([CH3:22])([CH3:21])[O:4]1.[CH2:24]([Mg]Br)[CH3:25]>O1CCCC1.C(OCC)(=O)C>[Cl:23][CH:2]([B:3]1[O:7][C:6]([CH2:9][CH2:10][CH:11]([CH3:20])[CH2:12][C:13]([O:15][C:16]([CH3:17])([CH3:18])[CH3:19])=[O:14])([CH3:8])[C:5]([CH3:21])([CH3:22])[O:4]1)[CH2:24][CH3:25]. Procedure: 0.86 g (2.3 mmol) of tert-butyl 5-[2-(dichloromethyl)-4(RS), 5,5-trimethyl-1,3,2-dioxaborolan-4-yl]-3(RS)-methylvalerate was dissolved in 5 ml of tetrahydrofuran and the solution was cooled to -78° C. under a nitrogen atmosphere. 2.6 ml (2.6 mmol) of 1 M ethylmagnesium bromide in tetrahydrofuran were added dropwise, the resulting solution wasstirred for 16 hours while slowly warming to room temperature and then diluted with ethyl acetate and extracted with 2M hydrochloric acid and brine. The org...